Dataset: the Open Reaction Database (ORD), a public repository of structured organic reaction records. Task: describe an organic reaction: reactants, conditions, products, and yield The reactants are C(C=1C(S)=CC=CC1)(=O)O (thiosalicylic acid), ClN1C(CCC1=O)=O (N-chlorosuccinimide), P(O)(O)(O)=O (phosphoric acid), [Cl-].[Na+] (sodium chloride), ClCC(CC(=O)NC1[C@@H]2N(C(=C(CS2)CSC2=NN=C(S2)C)C(=O)O)C1=O)=O (7-(4-chloro-3-oxobutyrylamino)-3-(2-methyl-1,3,4-thiadiazol-5-yl)thiomethyl-3-cephem-4-carboxylic acid). Run in C(Cl)Cl (methylene chloride), C(C)N(CC)CC (triethylamine), C(C)N(CC)CC (triethylamine), C(Cl)Cl (methylene chloride). Conditions: time 5 minute. Product: ClCC(C(C(=O)NC1[C@@H]2N(C(=C(CS2)CSC2=NN=C(S2)C)C(=O)O)C1=O)SC1=C(C=CC=C1)C(=O)O)=O (7-[4-chloro-3-oxo-2-(2-carboxyphenylthio)butyrylamino]-3-(2-methyl-1,3,4-thiadiazol-5-yl)thiomethyl-3-cephem-4-carboxylic acid). As a reaction SMILES: [C:1]([OH:10])(=[O:9])[C:2]1[C:3](=[CH:5][CH:6]=[CH:7][CH:8]=1)[SH:4].ClN1C(=O)CCC1=O.[Cl:19][CH2:20][C:21](=[O:46])[CH2:22][C:23]([NH:25][CH:26]1[C:44](=[O:45])[N:28]2[C:29]([C:41]([OH:43])=[O:42])=[C:30]([CH2:33][S:34][C:35]3[S:39][C:38]([CH3:40])=[N:37][N:36]=3)[CH2:31][S:32][C@H:27]12)=[O:24].P(=O)(O)(O)O.[Cl-].[Na+]>C(Cl)Cl.C(N(CC)CC)C>[Cl:19][CH2:20][C:21](=[O:46])[CH:22]([S:4][C:3]1[CH:5]=[CH:6][CH:7]=[CH:8][C:2]=1[C:1]([OH:10])=[O:9])[C:23]([NH:25][CH:26]1[C:44](=[O:45])[N:28]2[C:29]([C:41]([OH:43])=[O:42])=[C:30]([CH2:33][S:34][C:35]3[S:39][C:38]([CH3:40])=[N:37][N:36]=3)[CH2:31][S:32][C@H:27]12)=[O:24] |f:4.5|. Reported procedure: While a mixed solution of 0.462 g thiosalicylic acid and 0.6 g triethylamine in 8 ml of methylene chloride is cooled with ice, 0.4 g of N-chlorosuccinimide is added. The mixture is stirred for 5 minutes. Separately, a solution of 1 g 7-(4-chloro-3-oxobutyrylamino)-3-(2-methyl-1,3,4-thiadiazol-5-yl)thiomethyl-3-cephem-4-carboxylic acid and 0.6 g triethylamine in 15 ml of methylene chloride is ice-cooled and the above reaction mixture is added at one time and stirred for 2 minutes. This reaction m... Starting materials: C(C=C)OC1=CC(=C(C=O)C=C1)F (4-(allyloxy)-2-fluorobenzaldehyde), CC1=C(N)C=CC=C1[N+](=O)[O-] (2-methyl-3-nitroaniline). Product: C(C=C)OC1=CC(=C(CNC2=C(C(=CC=C2)[N+](=O)[O-])C)C=C1)F (N-[4-(allyloxy)-2-fluorobenzyl]-N-(2-methyl-3-nitrophenyl)amine). As a reaction SMILES: [CH2:1]([O:4][C:5]1[CH:12]=[CH:11][C:8]([CH:9]=O)=[C:7]([F:13])[CH:6]=1)[CH:2]=[CH2:3].[CH3:14][C:15]1[C:21]([N+:22]([O-:24])=[O:23])=[CH:20][CH:19]=[CH:18][C:16]=1[NH2:17]>>[CH2:1]([O:4][C:5]1[CH:12]=[CH:11][C:8]([CH2:9][NH:17][C:16]2[CH:18]=[CH:19][CH:20]=[C:21]([N+:22]([O-:24])=[O:23])[C:15]=2[CH3:14])=[C:7]([F:13])[CH:6]=1)[CH:2]=[CH2:3]. Procedure details: The product from Example 53B and 2-methyl-3-nitroaniline were processed as described in Example 6A to provide the title compound. MS (ESI−) m/z 315 (M−H)−. Reactants: ON=C(C(=O)NC1[C@@H]2N(C(=C(CS2)CSC2=NN=NN2C)C(=O)[O-])C1=O)C1=CC(=CC=C1)O.[Na+] (sodium 7-[2-hydroxyimino-2-(3-hydroxyphenyl)acetamido]-3-(1-methyl-1H-tetrazol-5-yl)thiomethyl-3-cephem-4-carboxylate), ClC(=O)OCC (Ethyl chloroformate). Run in O (water), N1=CC=CC=C1 (pyridine), O (Water). Product: C(C)OC(=O)ON=C(C(=O)NC1[C@@H]2N(C(=C(CS2)CSC2=NN=NN2C)C(=O)O)C1=O)C1=CC(=CC=C1)O (7-[2-ethoxycarbonyloxyimino-2-(3-hydroxyphenyl)acetamido]-3-(1-methyl-1H-tetrazol-5-yl)thiomethyl-3-cephem-4-carboxylic acid). Yield: 52.5%. Reaction SMILES: Cl[C:2]([O:4][CH2:5][CH3:6])=[O:3].[OH:7][N:8]=[C:9]([C:33]1[CH:38]=[CH:37][CH:36]=[C:35]([OH:39])[CH:34]=1)[C:10]([NH:12][CH:13]1[C:31](=[O:32])[N:15]2[C:16]([C:28]([O-:30])=[O:29])=[C:17]([CH2:20][S:21][C:22]3[N:26]([CH3:27])[N:25]=[N:24][N:23]=3)[CH2:18][S:19][C@H:14]12)=[O:11].[Na+]>O.N1C=CC=CC=1>[CH2:5]([O:4][C:2]([O:7][N:8]=[C:9]([C:33]1[CH:38]=[CH:37][CH:36]=[C:35]([OH:39])[CH:34]=1)[C:10]([NH:12][CH:13]1[C:31](=[O:32])[N:15]2[C:16]([C:28]([OH:30])=[O:29])=[C:17]([CH2:20][S:21][C:22]3[N:26]([CH3:27])[N:25]=[N:24][N:23]=3)[CH2:18][S:19][C@H:14]12)=[O:11])=[O:3])[CH3:6] |f:1.2|. Procedure: Ethyl chloroformate (10.9 g.) was dropwise added by small portions with stirring and ice-cooling to a solution of sodium 7-[2-hydroxyimino-2-(3-hydroxyphenyl)acetamido]-3-(1-methyl-1H-tetrazol-5-yl)thiomethyl-3-cephem-4-carboxylate (syn isomer) (16.3 g.) in a mixture of water (80 ml.) and pyridine (80 ml.), and the mixture was stirred for 1 hour at the same temperature. Water (200 ml.) was added thereto and the mixture was washed with ether. The aqueous layer was adjusted to pH 2 with hydrochlor... Reactants: COC=1C=C(CN)C=C(C1OC)OC (3,4,5-trimethoxybenzylamine), ClC1=NN2C(C=C1)=NC(=C2)C=2C=CC(=C(C2)NC(C(C)(C)C)=O)C (N-[5-(6-chloroimidazo[2,1-f]pyridazin-2-yl)-2-methyl-phenyl]-2,2-dimethyl-propanamide), CC(C)C1=CC(=C(C(=C1)C(C)C)C2=CC=CC=C2P(C(C)(C)C)C(C)(C)C)C(C)C (tert-butyl xphos), CC(C)([O-])C.[Na+] (sodium tert-butoxide). Reagents/catalysts: C=1C=CC(=CC1)/C=C/C(=O)/C=C/C2=CC=CC=C2.C=1C=CC(=CC1)/C=C/C(=O)/C=C/C2=CC=CC=C2.[Pd] (bis(dibenzylideneacetone)palladium(0)). Solvent: C1(=CC=CC=C1)C (Toluene). Conditions: temperature 100 celsius. Product: CC1=C(C=C(C=C1)C=1N=C2N(N=C(C=C2)NCC2=CC(=C(C(=C2)OC)OC)OC)C1)NC(C(C)(C)C)=O (N-(2-methyl-5-(6-(3,4,5-trimethoxybenzylamino)imidazo[1,2-b]pyridazin-2-yl)phenyl)pivalamide). Isolated yield 40.0%. As a reaction SMILES: Cl[C:2]1[CH:7]=[CH:6][C:5]2=[N:8][C:9]([C:11]3[CH:12]=[CH:13][C:14]([CH3:24])=[C:15]([NH:17][C:18](=[O:23])[C:19]([CH3:22])([CH3:21])[CH3:20])[CH:16]=3)=[CH:10][N:4]2[N:3]=1.CC(C1C=C(C(C)C)C(C2C(P(C(C)(C)C)C(C)(C)C)=CC=CC=2)=C(C(C)C)C=1)C.CC(C)([O-])C.[Na+].[CH3:61][O:62][C:63]1[CH:64]=[C:65]([CH:68]=[C:69]([O:73][CH3:74])[C:70]=1[O:71][CH3:72])[CH2:66][NH2:67]>C1C=CC(/C=C/C(/C=C/C2C=CC=CC=2)=O)=CC=1.C1C=CC(/C=C/C(/C=C/C2C=CC=CC=2)=O)=CC=1.[Pd].C1(C)C=CC=CC=1>[CH3:24][C:14]1[CH:13]=[CH:12][C:11]([C:9]2[N:8]=[C:5]3[CH:6]=[CH:7][C:2]([NH:67][CH2:66][C:65]4[CH:68]=[C:69]([O:73][CH3:74])[C:70]([O:71][CH3:72])=[C:63]([O:62][CH3:61])[CH:64]=4)=[N:3][N:4]3[CH:10]=2)=[CH:16][C:15]=1[NH:17][C:18](=[O:23])[C:19]([CH3:22])([CH3:21])[CH3:20] |f:2.3,5.6.7|. Reported procedure: A 40-mL vial is charged with N-[5-(6-chloroimidazo[2,1-f]pyridazin-2-yl)-2-methyl-phenyl]-2,2-dimethyl-propanamide (1.0285 g, 3 mmol), tert-butyl xphos (0.255 g, 0.6 mmol), sodium tert-butoxide (0.577 g, 6 mmol), and bis(dibenzylideneacetone)palladium(0) (0.172 g, 0.3 mmol) and the vial is purged with N2. Toluene (16 mL) and 3,4,5-trimethoxybenzylamine (1.54 mL, 9 mmol) is added and the mixture heated at 100° C. for 1 hr. The reaction mixture is filtered through celite, washed with 1:1:0.1 CH2Cl... The reactants are CC(C)[Si](Cl)(C(C)C)C(C)C, OCc1cc(Cl)ccc1I, CN(C)C=O, c1c[nH]cn1. The product is CC(C)[Si](OCc1cc(Cl)ccc1I)(C(C)C)C(C)C. Reaction SMILES: [CH:1]([CH3:2])([CH3:3])[Si:4]([CH:5]([CH3:6])[CH3:7])([CH:8]([CH3:9])[CH3:10])[Cl:11].[Cl:12][c:13]1[cH:14][cH:15][c:16]([I:21])[c:17]([CH2:18][OH:19])[cH:20]1.[O:27]=[CH:28][N:29]([CH3:30])[CH3:31].[nH:22]1[cH:23][cH:24][n:25][cH:26]1>>[CH:1]([CH3:2])([CH3:3])[Si:4]([CH:5]([CH3:6])[CH3:7])([CH:8]([CH3:9])[CH3:10])[O:19][CH2:18][c:17]1[c:16]([I:21])[cH:15][cH:14][c:13]([Cl:12])[cH:20]1. The reactants are Cl.Cl.C1(=CC=CC=C1)[C@@H]1NCCC[C@@H]1N ((2S,3S)-2-Phenylpiperidin-3-amine dihydrochloride), FC(C(F)(F)F)(C(F)(F)F)C=1C=CC(=C(C=O)C1)OC (5-(1,2,2,2-Tetrafluoro-1-(trifluoromethyl)ethyl)-2-methoxybenzaldehyde), Cl.Cl.FC1=C(CNC2C(NCCC2)C2=CC=CC=C2)C=C(C=C1)C(F)(F)F (3-(2-Fluoro-5-(trifluoromethyl)benzyl)amino-2-phenylpiperidine dihydrochloride). Product: Cl.Cl.C1(=CC=CC=C1)[C@@H]1NCCC[C@@H]1NCC1=C(C=CC(=C1)C(C(F)(F)F)(C(F)(F)F)F)OC ((2S,3S)-2-Phenyl-3-(5-(1,2,2,2-tetrafluoro-1-(trifluoromethyl)ethyl)-2-methoxybenzyl)aminopiperidine dihydrochloride). RXN SMILES: [ClH:1].Cl.[C:3]1([C@H:9]2[C@@H:14]([NH2:15])[CH2:13][CH2:12][CH2:11][NH:10]2)[CH:8]=[CH:7][CH:6]=[CH:5][CH:4]=1.[F:16][C:17]([C:26]1[CH:27]=[CH:28][C:29]([O:34][CH3:35])=[C:30]([CH:33]=1)[CH:31]=O)([C:22]([F:25])([F:24])[F:23])[C:18]([F:21])([F:20])[F:19].Cl.Cl.FC1C=CC(C(F)(F)F)=CC=1CNC1CCCNC1C1C=CC=CC=1>>[ClH:1].[ClH:1].[C:3]1([C@H:9]2[C@@H:14]([NH:15][CH2:31][C:30]3[CH:33]=[C:26]([C:17]([F:16])([C:18]([F:19])([F:20])[F:21])[C:22]([F:23])([F:24])[F:25])[CH:27]=[CH:28][C:29]=3[O:34][CH3:35])[CH2:13][CH2:12][CH2:11][NH:10]2)[CH:4]=[CH:5][CH:6]=[CH:7][CH:8]=1 |f:0.1.2,4.5.6,7.8.9|. Procedure details: This compound was prepared from Compound 1 and Compound 17 in the same manner of Compound 2. Starting materials: C([O-])(O)=O.[Na+] (sodium bicarbonate), CCCCCC (hexane), S(=O)(=O)(Cl)Cl (sulfuryl chloride), C(C=C)N1C(=NC(=CC1=O)C(F)(F)F)NC1=C(C=CC(=C1)C(F)(F)F)C(F)(F)F (3-allyl-2-(2,5-bis(trifluoromethyl)phenyl)amino-6-trifluoromethyl-4-(3H)-pyrimidinone). Run in CCOCC (ether), C(C)(=O)O (acetic acid). Reaction conditions: time 1 hour. Product: C(C=C)N1C(=NC(=C(C1=O)Cl)C(F)(F)F)NC1=C(C=CC(=C1)C(F)(F)F)C(F)(F)F (3-allyl-2-{2,5-bis(trifluoromethyl)phenyl}amino-5-chloro-6-trifluoromethyl-4(3H)-pyrimidinone). Isolated yield 86.3%. Reaction SMILES: CCCCCC.S(Cl)([Cl:10])(=O)=O.[CH2:12]([N:15]1[C:20](=[O:21])[CH:19]=[C:18]([C:22]([F:25])([F:24])[F:23])[N:17]=[C:16]1[NH:26][C:27]1[CH:32]=[C:31]([C:33]([F:36])([F:35])[F:34])[CH:30]=[CH:29][C:28]=1[C:37]([F:40])([F:39])[F:38])[CH:13]=[CH2:14].C(=O)(O)[O-].[Na+]>CCOCC.C(O)(=O)C>[CH2:12]([N:15]1[C:20](=[O:21])[C:19]([Cl:10])=[C:18]([C:22]([F:25])([F:23])[F:24])[N:17]=[C:16]1[NH:26][C:27]1[CH:32]=[C:31]([C:33]([F:34])([F:35])[F:36])[CH:30]=[CH:29][C:28]=1[C:37]([F:40])([F:39])[F:38])[CH:13]=[CH2:14] |f:3.4|. Procedure: At room temperature, hexane solution of sulfuryl chloride (1.2 M, 0.56 ml, 0.67 mmol) was added to a mixture of 3-allyl-2-(2,5-bis(trifluoromethyl)phenyl)amino-6-trifluoromethyl-4-(3H)-pyrimidinone (0.29 g, 0.67 mmol) and acetic acid (6 ml), followed by stirring for 1 hour. After completion of the reaction, ether (30 ml) and saturated sodium bicarbonate aqueous solution (10 ml) were added to the reaction solution to separate the organic layer, and the resulting aqueous layer was extracted with e...